Dataset: the Open Reaction Database (ORD), a public repository of structured organic reaction records. Task: describe an organic reaction: reactants, conditions, products, and yield Reaction SMILES: [NH2:1][N:2]1[N:11]=[C:10]([S:12][C:13]2[CH:18]=[CH:17][CH:16]=[CH:15][CH:14]=2)[C:9]2[C:4](=[CH:5][CH:6]=[CH:7][CH:8]=2)[C:3]1=[O:19].[F:20][C:21]1[CH:22]=[C:23]([CH2:28][C:29](O)=[O:30])[CH:24]=[C:25]([F:27])[CH:26]=1>>[F:20][C:21]1[CH:22]=[C:23]([CH2:28][C:29]([NH:1][N:2]2[N:11]=[C:10]([S:12][C:13]3[CH:14]=[CH:15][CH:16]=[CH:17][CH:18]=3)[C:9]3[C:4](=[CH:5][CH:6]=[CH:7][CH:8]=3)[C:3]2=[O:19])=[O:30])[CH:24]=[C:25]([F:27])[CH:26]=1. Product: FC=1C=C(C=C(C1)F)CC(=O)NN1C(C2=CC=CC=C2C(=N1)SC1=CC=CC=C1)=O (2-(3,5-difluorophenyl)-N-[1-oxo-4-(phenylsulfanyl)phthalazin-2(1H)-yl]acetamide). The reactants are NN1C(C2=CC=CC=C2C(=N1)SC1=CC=CC=C1)=O (2-amino-4-(phenylthio)phthalazin-1(2H)-one), FC=1C=C(C=C(C1)F)CC(=O)O (2-(3,5-difluorophenyl)acetic acid). Reported procedure: The product from Example 57B and 2-(3,5-difluorophenyl)acetic acid were processed using a method similar to that described in Example 10C to afford the title compound: 1H NMR (500 MHz, DMSO-d6) δ 11.74 (s, 1H), 8.35 (dd, J=7.9, 1.0, 1H), 8.09 (d, J=7.8, 1H), 8.04-7.98 (m, 1H), 7.94 (td, J=7.7, 1.1, 1H), 7.47-7.40 (m, 2H), 7.39-7.28 (m, 3H), 7.16 (tt, J=9.5, 2.3, 1H), 7.12-7.04 (m, 2H), 3.73 (s, 2H); MS (APCI+) M/Z 424 (M+H)+. Reactants: BrC=1C=CC(=C(C(=O)NC2=C(C=C(C(=O)OCC)C=C2C)C)C1)C (ethyl 4-[(5-bromo-2-methyl-benzoyl)amino]-3,5-dimethyl-benzoate), O1CCOC12CCNCC2 (1,4-dioxa-8-azaspiro(4.5)decane), C(=O)([O-])[O-].[Cs+].[Cs+] (Cs2CO3), C1(=CC=CC=C1)P(C1=C(C2=CC=CC=C2C=C1)C1=C(C=CC2=CC=CC=C12)P(C1=CC=CC=C1)C1=CC=CC=C1)C1=CC=CC=C1 (racemic-2,2′-bis(diphenylphosphino)-1,1′-binaphthyl). Reagents/catalysts: CC(=O)[O-].CC(=O)[O-].[Pd+2] (Pd(OAc)2). Run in C1CCOC1 (THF). Run at temperature 90 celsius, time 16 hour. Product: O1CCOC12CCN(CC2)C=2C=CC(=C(C(=O)NC1=C(C=C(C(=O)OCC)C=C1C)C)C2)C (ethyl 4-[[5-(1,4-dioxa-8-azaspiro[4.5]decan-8-yl)-2-methyl-benzoyl]amino]-3,5-dimethyl-benzoate). The yield is 36.3%. Reaction SMILES: Br[C:2]1[CH:3]=[CH:4][C:5]([CH3:24])=[C:6]([CH:23]=1)[C:7]([NH:9][C:10]1[C:20]([CH3:21])=[CH:19][C:13]([C:14]([O:16][CH2:17][CH3:18])=[O:15])=[CH:12][C:11]=1[CH3:22])=[O:8].[O:25]1[C:29]2([CH2:34][CH2:33][NH:32][CH2:31][CH2:30]2)[O:28][CH2:27][CH2:26]1.C([O-])([O-])=O.[Cs+].[Cs+].C1(P(C2C=CC=CC=2)C2C=CC3C(=CC=CC=3)C=2C2C3C(=CC=CC=3)C=CC=2P(C2C=CC=CC=2)C2C=CC=CC=2)C=CC=CC=1>C1COCC1.CC([O-])=O.CC([O-])=O.[Pd+2]>[O:25]1[C:29]2([CH2:34][CH2:33][N:32]([C:2]3[CH:3]=[CH:4][C:5]([CH3:24])=[C:6]([CH:23]=3)[C:7]([NH:9][C:10]3[C:20]([CH3:21])=[CH:19][C:13]([C:14]([O:16][CH2:17][CH3:18])=[O:15])=[CH:12][C:11]=3[CH3:22])=[O:8])[CH2:31][CH2:30]2)[O:28][CH2:27][CH2:26]1 |f:2.3.4,7.8.9|. Procedure details: To a solution of ethyl 4-[(5-bromo-2-methyl-benzoyl)amino]-3,5-dimethyl-benzoate (0.5 g, 1.28 mmol), 1,4-dioxa-8-azaspiro(4.5)decane (0.22 g, 1.54 mmol) and Cs2CO3 (1.25 g, 3.84 mmol) in THF (10 ml) is added Pd(OAc)2 (0.04 g, 0.19 mmol) followed by racemic-2,2′-bis(diphenylphosphino)-1,1′-binaphthyl (119.7 mg, 0.19 mmol). The reaction mixture is purged with nitrogen for 5 minutes and then heated at 90° C. After 16 hours, the reaction is cooled to ambient temperature and diluted with ammonium chl... Starting materials: CS(=O)(=O)OS(C)(=O)=O, CC#N, CCCCc1nc2c(N)nc3ccccc3c2n1CCCCN. Product: CCCCc1nc2c(N)nc3ccccc3c2n1CCCCNS(C)(=O)=O. RXN SMILES: [CH3:1][S:2](=[O:3])([O:5][S:4]([CH3:6])(=[O:7])=[O:8])=[O:9].[CH3:33][C:34]#[N:35].[NH2:10][CH2:11][CH2:12][CH2:13][CH2:14][n:15]1[c:16]([CH2:29][CH2:30][CH2:31][CH3:32])[n:17][c:18]2[c:19]([NH2:28])[n:20][c:21]3[cH:22][cH:23][cH:24][cH:25][c:26]3[c:27]12>>[CH3:1][S:2](=[O:3])(=[O:5])[NH:10][CH2:11][CH2:12][CH2:13][CH2:14][n:15]1[c:16]([CH2:29][CH2:30][CH2:31][CH3:32])[n:17][c:18]2[c:19]([NH2:28])[n:20][c:21]3[cH:22][cH:23][cH:24][cH:25][c:26]3[c:27]12. As a reaction SMILES: [C:1]1([C:7]2[O:8][C:9]([C:15]([F:18])([F:17])[F:16])=[C:10]([C:12]([OH:14])=O)[N:11]=2)[CH:6]=[CH:5][CH:4]=[CH:3][CH:2]=1.[CH3:19][O:20][CH2:21][CH2:22][NH:23][C:24]1[CH:29]=[CH:28][C:27]([NH2:30])=[CH:26][N:25]=1>>[CH3:19][O:20][CH2:21][CH2:22][NH:23][C:24]1[N:25]=[CH:26][C:27]([NH:30][C:12]([C:10]2[N:11]=[C:7]([C:1]3[CH:2]=[CH:3][CH:4]=[CH:5][CH:6]=3)[O:8][C:9]=2[C:15]([F:18])([F:17])[F:16])=[O:14])=[CH:28][CH:29]=1. Product: COCCNC1=CC=C(C=N1)NC(=O)C=1N=C(OC1C(F)(F)F)C1=CC=CC=C1 (2-phenyl-5-trifluoromethyl-oxazole-4-carboxylic acid [6-(2-methoxy-ethylamino)-pyridin-3-yl]-amide). Starting materials: C1(=CC=CC=C1)C=1OC(=C(N1)C(=O)O)C(F)(F)F (2-phenyl-5-trifluoromethyl-oxazole-4-carboxylic acid), COCCNC1=NC=C(C=C1)N (N2-(2-methoxy-ethyl)-pyridine-2,5-diamine). Procedure: With a procedure similar to example 16 above, 2-phenyl-5-trifluoromethyl-oxazole-4-carboxylic acid [6-(2-methoxy-ethylamino)-pyridin-3-yl]-amide was prepared from 2-phenyl-5-trifluoromethyl-oxazole-4-carboxylic acid and N2-(2-methoxy-ethyl)-pyridine-2,5-diamine. LCMS calcd for C19H17F3N4O3 (m/e) 406, obsd 407 (M+H). Starting materials: CP(C)(C)=CC#N, CN1CCC(O)CC1, Cc1ccccc1, COC(=O)c1ccc(-c2ccc[nH]c2=O)cc1. The product is COC(=O)c1ccc(-c2cccn(C3CCN(C)CC3)c2=O)cc1. RXN SMILES: [C:26]([CH:27]=[P:28]([CH3:29])([CH3:30])[CH3:31])#[N:32].[CH3:18][N:19]1[CH2:20][CH2:21][CH:22]([OH:25])[CH2:23][CH2:24]1.[CH3:33][c:34]1[cH:35][cH:36][cH:37][cH:38][cH:39]1.[O:1]=[c:2]1[nH:3][cH:4][cH:5][cH:6][c:7]1-[c:8]1[cH:9][cH:10][c:11]([C:12](=[O:13])[O:14][CH3:15])[cH:16][cH:17]1>>[O:1]=[c:2]1[n:3]([CH:22]2[CH2:21][CH2:20][N:19]([CH3:18])[CH2:24][CH2:23]2)[cH:4][cH:5][cH:6][c:7]1-[c:8]1[cH:9][cH:10][c:11]([C:12](=[O:13])[O:14][CH3:15])[cH:16][cH:17]1. Solvent: O.O1CCOCC1 (water dioxan). Yield: 64.1%. The product is C1=CC=CC=2C3=CC=CC=C3C(C12)COC(=O)N[C@H]([C@@H](C(=O)O)O)CCCC (3(S)-[(9-fluorenyl)methoxyformamido]-2(S)-hydroxyheptanoic acid). The reactants are C1=CC=CC=2C3=CC=CC=C3C(C12)COC(=O)N1C(CCC1=O)=O (N-[(9-fluorenyl)-methoxycarbonyl]-succinimide), N[C@H]([C@@H](C(=O)OC(C)(C)C)O)CCCC (tert-butyl 3(S)-amino-2(S)-hydroxyheptanoate), C([O-])([O-])=O.[Na+].[Na+] (sodium carbonate). Reaction SMILES: [CH:1]1[C:13]2[CH:12]([CH2:14][O:15][C:16]([N:18]3C(=O)CCC3=O)=[O:17])[C:11]3[C:6](=[CH:7][CH:8]=[CH:9][CH:10]=3)[C:5]=2[CH:4]=[CH:3][CH:2]=1.N[C@@H:26]([CH2:36][CH2:37][CH2:38][CH3:39])[C@H:27]([OH:35])[C:28]([O:30]C(C)(C)C)=[O:29].C(=O)([O-])[O-].[Na+].[Na+]>O.O1CCOCC1>[CH:10]1[C:11]2[CH:12]([CH2:14][O:15][C:16]([NH:18][C@@H:26]([CH2:36][CH2:37][CH2:38][CH3:39])[C@H:27]([OH:35])[C:28]([OH:30])=[O:29])=[O:17])[C:13]3[C:5](=[CH:4][CH:3]=[CH:2][CH:1]=3)[C:6]=2[CH:7]=[CH:8][CH:9]=1 |f:2.3.4,5.6|. Procedure details: 1.37 g (4.07 mmol) of N-[(9-fluorenyl)-methoxycarbonyl]-succinimide were added to a solution of 0.93 g (4.3 mmol) of tert-butyl 3(S)-amino-2(S)-hydroxyheptanoate in 40 ml of water/dioxan (1:1). The stirred mixture was adjusted to pH 9-10 with saturated sodium carbonate solution. After 17 hours the dioxan was removed by evaporation under a vacuum. The residual aqueous phase was washed with ethyl acetate, acidified with 2M hydrochloric acid and partitioned in ethyl acetate (three 100 ml aliquots).... Reactants: OC[C@H]1C=C[C@@H]([C@@H]1O)O ((+)-(1R,2S,5R)-5-(Hydroxymethyl)cyclopent-3-ene-1,2-diol), N1C=NC=C1 (imidazole), Cl[Si](O[Si](C(C)C)(C(C)C)Cl)(C(C)C)C(C)C (1,3-dichloro-1,1,3,3-tetraisopropyldisiloxane). Run in CN(C)C=O (DMF). Conditions: time 2.5 hour. Yields the product C(C)(C)[Si]1(O[Si](OC[C@@H]2[C@@H](O1)[C@H](C=C2)O)(C(C)C)C(C)C)C(C)C ((+)-(6aR,9S,9aR)-2,2,4,4-Tetraisopropyl-6,6a,9,9a-tetrahydrocyclopenta[f][1,3,5,2,4]trioxad-isilocin-9-ol). Yield: 82.4%. As a reaction SMILES: [OH:1][CH2:2][C@@H:3]1[C@@H:7]([OH:8])[C@@H:6]([OH:9])[CH:5]=[CH:4]1.N1C=CN=C1.Cl[Si:16]([CH:29]([CH3:31])[CH3:30])([CH:26]([CH3:28])[CH3:27])[O:17][Si:18](Cl)([CH:22]([CH3:24])[CH3:23])[CH:19]([CH3:21])[CH3:20]>CN(C=O)C>[CH:22]([Si:18]1([CH:19]([CH3:21])[CH3:20])[O:8][C@H:7]2[C@@H:6]([OH:9])[CH:5]=[CH:4][C@@H:3]2[CH2:2][O:1][Si:16]([CH:26]([CH3:28])[CH3:27])([CH:29]([CH3:31])[CH3:30])[O:17]1)([CH3:24])[CH3:23]. Reported procedure: To a stirred mixture of triol 10 (5.8 g, 44.6 mmol) and imidazole (21.2 g, 312.3 mmol) in DMF (300 mL), 1,3-dichloro-1,1,3,3-tetraisopropyldisiloxane (14.7 mL, 46.8 mmol) was added drop wise at 0° C. under nitrogen. The mixture was stirred at room temperature for 2.5 h, quenched with water (200 mL) and extracted with ethyl acetate (3×200 ml). The combined organic layer was washed with brine (2×100 ml), followed by with water and dried over Na2SO4. The solvent was removed under reduced pressure a...